From a dataset of the Open Reaction Database (ORD), a public repository of structured organic reaction records. describe an organic reaction: reactants, conditions, products, and yield Reported procedure: To a stirring solution of lithium methoxide (667 mg) in anhydrous methanol (10 ml) at -78° C. is added a solution of 2-oxo-3-[N-chloro-N-[(phenylmethoxy)carbonyl]amino]-1-azetidinesulfonic acid, tetrabutylammonium salt (0.94 g) in dry dimethylformamide (10 ml). After stirring the mixture at -78° C. for 1 hour, it is poured into 0.5M monobasic potassium phosphate solution and extracted with methylene chloride (three 150 ml portions). The combined extracts are dried (sodium sulfate) and solvent is... Yields the product C(CCC)[N+](CCCC)(CCCC)CCCC.COC1(C(N(C1)S(=O)(=O)[O-])=O)NC(=O)OCC1=CC=CC=C1 (3-Methoxy-2-oxo-3-[[(phenylmethoxy)carbonyl]amino]-1-azetidinesulfonic acid, tetrabutylammonium salt). As a reaction SMILES: [CH3:1][O-:2].[Li+].[CH2:4]([N+:8]([CH2:17][CH2:18][CH2:19][CH3:20])([CH2:13][CH2:14][CH2:15][CH3:16])[CH2:9][CH2:10][CH2:11][CH3:12])[CH2:5][CH2:6][CH3:7].[O:21]=[C:22]1[CH:25]([N:26](Cl)[C:27]([O:29][CH2:30][C:31]2[CH:36]=[CH:35][CH:34]=[CH:33][CH:32]=2)=[O:28])[CH2:24][N:23]1[S:38]([O-:41])(=[O:40])=[O:39].P([O-])([O-])([O-])=O.[K+].[K+].[K+]>CO.CN(C)C=O>[CH2:17]([N+:8]([CH2:4][CH2:5][CH2:6][CH3:7])([CH2:9][CH2:10][CH2:11][CH3:12])[CH2:13][CH2:14][CH2:15][CH3:16])[CH2:18][CH2:19][CH3:20].[CH3:1][O:2][C:25]1([NH:26][C:27]([O:29][CH2:30][C:31]2[CH:36]=[CH:35][CH:34]=[CH:33][CH:32]=2)=[O:28])[CH2:24][N:23]([S:38]([O-:41])(=[O:40])=[O:39])[C:22]1=[O:21] |f:0.1,2.3,4.5.6.7,10.11|. The solvent is CO (methanol), CN(C=O)C (dimethylformamide). Conditions: temperature -78 celsius, time 1 hour. The reactants are P(=O)([O-])([O-])[O-].[K+].[K+].[K+] (potassium phosphate), C[O-].[Li+] (lithium methoxide), C(CCC)[N+](CCCC)(CCCC)CCCC.O=C1N(CC1N(C(=O)OCC1=CC=CC=C1)Cl)S(=O)(=O)[O-] (2-oxo-3-[N-chloro-N-[(phenylmethoxy)carbonyl]amino]-1-azetidinesulfonic acid, tetrabutylammonium salt). Reactants: CCO, CNc1cc(OC)c(OC)cc1[N+](=O)[O-], Cl. The product is CNc1cc(OC)c(OC)cc1N. Reaction SMILES: [CH3:17][CH2:18][OH:19].[CH3:1][NH:2][c:3]1[c:4]([N+:13]([O-:14])=[O:15])[cH:5][c:6]([O:11][CH3:12])[c:7]([O:9][CH3:10])[cH:8]1.[ClH:16]>>[CH3:1][NH:2][c:3]1[c:4]([NH2:13])[cH:5][c:6]([O:11][CH3:12])[c:7]([O:9][CH3:10])[cH:8]1. Reactants: [OH-].[Li+].[Al+3].[OH-].[OH-].[OH-] (aluminiumlitium hydroxide), C(=O)(O)C12CC3(CC(CC(C1)C3)C2)O (1-carboxy-3-adamantanol), C(=O)(O)C12CC3(CC(CC(C1)C3)C2)O (1-carboxy-3-adamantanol). Run in O1CCCC1 (tetrahydrofuran). The product is OCC12CC3(CC(CC(C1)C3)C2)O (1-hydroxymethyl-3-adamantanol). Yield: 95.0%. RXN SMILES: [OH-].[Li+].[Al+3].[OH-].[OH-].[OH-].[C:7]([C:10]12[CH2:19][CH:14]3[CH2:15][CH:16]([CH2:18][C:12]([OH:20])([CH2:13]3)[CH2:11]1)[CH2:17]2)(O)=[O:8]>O1CCCC1>[OH:8][CH2:7][C:10]12[CH2:17][CH:16]3[CH2:15][CH:14]([CH2:13][C:12]([OH:20])([CH2:18]3)[CH2:11]1)[CH2:19]2 |f:0.1.2.3.4.5|. Reported procedure: 15 mmol of aluminiumlitium hydroxide was suspended in 15 ml of tetrahydrofuran (THF) in a nitrogen atmosphere. To the solution was slowly added 10 mmol of the 1-carboxy-3-adamantanol obtained in Preparation Example 5 while the temperature of the solution was maintained at less than 10° C. or below by ice water bath. After the temperature of the mixture was raised to room temperatures, the mixture was refluxed for 16 hours. And, as the result, the 1-carboxy-3-adamantanol was converted into a 1-hy... Starting materials: COC=1C=C2C=C(NC2=CC1)C1=CC=CC=C1 (5-methoxy-2-phenyl-1H-indole), [H-].[Na+] (sodium hydride), O (Water), ClCC1=CC=CC(=N1)C#N (6-chloromethylpyridine-2-carbonitrile). Solvent: CN(C=O)C (N,N-dimethylformamide). Reaction conditions: time 30 minute. The product is COC=1C=C2C=C(N(C2=CC1)CC1=CC=CC(=N1)C#N)C1=CC=CC=C1 (6-(5-Methoxy-2-phenylindol-1-ylmethyl)pyridine-2-carbonitrile). The yield is 75.0%. Reaction SMILES: [CH3:1][O:2][C:3]1[CH:4]=[C:5]2[C:9](=[CH:10][CH:11]=1)[NH:8][C:7]([C:12]1[CH:17]=[CH:16][CH:15]=[CH:14][CH:13]=1)=[CH:6]2.[H-].[Na+].Cl[CH2:21][C:22]1[N:27]=[C:26]([C:28]#[N:29])[CH:25]=[CH:24][CH:23]=1.O>CN(C)C=O>[CH3:1][O:2][C:3]1[CH:4]=[C:5]2[C:9](=[CH:10][CH:11]=1)[N:8]([CH2:21][C:22]1[N:27]=[C:26]([C:28]#[N:29])[CH:25]=[CH:24][CH:23]=1)[C:7]([C:12]1[CH:13]=[CH:14][CH:15]=[CH:16][CH:17]=1)=[CH:6]2 |f:1.2|. Procedure details: To a solution of 5-methoxy-2-phenyl-1H-indole (200 mg) in N,N-dimethylformamide (5 mL) was added sodium hydride (dispersed in liquid paraffin, 50% or more, 45 mg) under ice-cooling. This mixture was stirred for 30 minutes at room temperature. Subsequently, 6-chloromethylpyridine-2-carbonitrile (216 mg) was added thereto, followed by stirring at 80° C. overnight. Water was added to the reaction mixture, followed by extraction with ethyl acetate. The organic layer was washed with water and saturat... The reactants are Nc1ccc(Cc2nnn[nH]2)cc1C1=CCCCC1, C[Si](C)(C)CCOCn1cc(C#N)nc1C(=O)[O-], CCN(C(C)C)C(C)C, [K+]. Product: C[Si](C)(C)CCOCn1cc(C#N)nc1C(=O)Nc1ccc(Cc2nnn[nH]2)cc1C1=CCCCC1. Reaction SMILES: [C:1]1([c:7]2[c:8]([NH2:19])[cH:9][cH:10][c:11]([CH2:13][c:14]3[n:15][n:16][n:17][nH:18]3)[cH:12]2)=[CH:2][CH2:3][CH2:4][CH2:5][CH2:6]1.[C:21](#[N:22])[c:23]1[n:24][c:25]([C:36](=[O:37])[O-:38])[n:26]([CH2:28][O:29][CH2:30][CH2:31][Si:32]([CH3:33])([CH3:34])[CH3:35])[cH:27]1.[CH:39]([N:40]([CH2:41][CH3:42])[CH:43]([CH3:44])[CH3:45])([CH3:46])[CH3:47].[K+:20]>>[C:1]1([c:7]2[c:8]([NH:19][C:36]([c:25]3[n:24][c:23]([C:21]#[N:22])[cH:27][n:26]3[CH2:28][O:29][CH2:30][CH2:31][Si:32]([CH3:33])([CH3:34])[CH3:35])=[O:37])[cH:9][cH:10][c:11]([CH2:13][c:14]3[n:15][n:16][n:17][nH:18]3)[cH:12]2)=[CH:2][CH2:3][CH2:4][CH2:5][CH2:6]1. Reactants: BrCCCCCCOC1=CC=C(C=C1)C(=O)C1=CC=C(C=C1)Br ([4-(6-bromo-hexyloxy)-phenyl]-(4-bromo-phenyl)-methanone), [N-]=[N+]=[N-].[Na+] (sodium azide). Solvent: CN(C)C=O (DMF). Conditions: temperature 90 celsius, time 24 hour. Product: N(=[N+]=[N-])CCCCCCOC1=CC=C(C=C1)C(=O)C1=CC=C(C=C1)Br ([4-(6-azido-hexyloxy)-phenyl]-(4-bromo-phenyl)-methanone). Yield: 100.7%. Reaction SMILES: Br[CH2:2][CH2:3][CH2:4][CH2:5][CH2:6][CH2:7][O:8][C:9]1[CH:14]=[CH:13][C:12]([C:15]([C:17]2[CH:22]=[CH:21][C:20]([Br:23])=[CH:19][CH:18]=2)=[O:16])=[CH:11][CH:10]=1.[N-:24]=[N+:25]=[N-:26].[Na+]>CN(C=O)C>[N:24]([CH2:2][CH2:3][CH2:4][CH2:5][CH2:6][CH2:7][O:8][C:9]1[CH:14]=[CH:13][C:12]([C:15]([C:17]2[CH:22]=[CH:21][C:20]([Br:23])=[CH:19][CH:18]=2)=[O:16])=[CH:11][CH:10]=1)=[N+:25]=[N-:26] |f:1.2|. Procedure: 10 g of [4-(6-bromo-hexyloxy)-phenyl]-(4-bromo-phenyl)-methanone are dissolved in 200 ml of DMF and, after the addition of 14.7 g of sodium azide, the mixture is stirred at 90° C. for 24 hours, filtered and the filtrates are concentrated under reduced pressure. The residue is taken up in 200 ml of ethyl acetate and washed with 10% aqueous sodium hydrogen carbonate solution. The organic phase is dried and concentrated. There are obtained 9.2 g of [4-(6-azido-hexyloxy)-phenyl]-(4-bromo-phenyl)-met...